Dataset: the Open Reaction Database (ORD), a public repository of structured organic reaction records. Task: describe an organic reaction: reactants, conditions, products, and yield Starting materials: [Cl-].O[NH3+] (hydroxylammonium chloride), C(C)(=O)[O-].[Na+] (sodium acetate), FC(C(=O)C1=CC=CC=C1)(F)F (2,2,2-Trifluoro-1-phenyl-ethanone). Run in O (water), C(C)O (ethanol). Product: FC(C(=NO)C1=CC=CC=C1)(F)F (2,2,2-trifluoro-1-phenyl-ethanone oxime). Yield: 89.6%. As a reaction SMILES: [F:1][C:2]([F:12])([F:11])[C:3]([C:5]1[CH:10]=[CH:9][CH:8]=[CH:7][CH:6]=1)=O.[Cl-].[OH:14][NH3+:15].C([O-])(=O)C.[Na+]>C(O)C.O>[F:1][C:2]([F:12])([F:11])[C:3]([C:5]1[CH:10]=[CH:9][CH:8]=[CH:7][CH:6]=1)=[N:15][OH:14] |f:1.2,3.4|. Procedure details: 25 g (0.144 mol) of 2,2,2-Trifluoro-1-phenyl-ethanone are dissolved in 40 ml of ethanol at 80° C. To the solution are added dropwise 10.5 g (0.151 mol) of hydroxylammonium chloride and 20.1 g (0.245 mol) of sodium acetate dissolved in 20 ml of water. The reaction mixture is refluxed overnight, and the solvent is distilled off by a rotary evaporator. The residue is poured into water, the white precipitate is rinsed with water and dried under vacuum, yielding 24.4 g of 2,2,2-trifluoro-1-phenyl-eth... Reactants: COCCn1cc(Br)sc1=NC(=O)C12CC3CC(CC(C3)C1)C2, O=C([O-])[O-], COCCOC, CCO, OB(O)c1ccc(Cl)cc1, [Na+], [Na+], O, Cl[Pd]Cl, c1ccc(P(c2ccccc2)c2ccccc2)cc1, c1ccc(P(c2ccccc2)c2ccccc2)cc1. The product is COCCn1cc(-c2ccc(Cl)cc2)sc1=NC(=O)C12CC3CC(CC(C3)C1)C2. RXN SMILES: [Br:1][c:2]1[cH:3][n:4]([CH2:20][CH2:21][O:22][CH3:23])[c:5](=[N:7][C:8](=[O:9])[C:10]23[CH2:11][CH:12]4[CH2:13][CH:14]([CH2:15][CH:16]([CH2:17]2)[CH2:18]4)[CH2:19]3)[s:6]1.[C:34](=[O:35])([O-:36])[O-:37].[CH3:40][O:41][CH2:42][CH2:43][O:44][CH3:45].[CH3:47][CH2:48][OH:49].[Cl:24][c:25]1[cH:26][cH:27][c:28]([B:31]([OH:32])[OH:33])[cH:29][cH:30]1.[Na+:38].[Na+:39].[OH2:46].[Pd:50]([Cl:51])[Cl:52].[c:53]1([P:54]([c:55]2[cH:56][cH:57][cH:58][cH:59][cH:60]2)[c:61]2[cH:62][cH:63][cH:64][cH:65][cH:66]2)[cH:67][cH:68][cH:69][cH:70][cH:71]1.[c:72]1([P:73]([c:74]2[cH:75][cH:76][cH:77][cH:78][cH:79]2)[c:80]2[cH:81][cH:82][cH:83][cH:84][cH:85]2)[cH:86][cH:87][cH:88][cH:89][cH:90]1>>[c:2]1(-[c:28]2[cH:27][cH:26][c:25]([Cl:24])[cH:30][cH:29]2)[cH:3][n:4]([CH2:20][CH2:21][O:22][CH3:23])[c:5](=[N:7][C:8](=[O:9])[C:10]23[CH2:11][CH:12]4[CH2:13][CH:14]([CH2:15][CH:16]([CH2:17]2)[CH2:18]4)[CH2:19]3)[s:6]1. Starting materials: O1C(CCCC1)OC1=CC=C(C=C1)N1CCC(CC1)OC1=CC=C(C=C1)OC(F)(F)F (1-[4-(tetrahydropyran-2-yloxy)phenyl]-4-(4-trifluoromethoxyphenoxy)piperidine), C1(=CC=C(C=C1)S(=O)(=O)[O-])C.[NH+]1=CC=CC=C1 (pyridinium p-toluene sulfonate). The solvent is C(C)O (ethanol). Conditions: temperature 70 celsius, time 24 hour. The product is FC(OC1=CC=C(OC2CCN(CC2)C2=CC=C(C=C2)O)C=C1)(F)F (4-[4-(4-trifluoromethoxyphenoxy)-piperidin-1-yl]phenol). Yield: 94.2%. As a reaction SMILES: O1CCCCC1[O:7][C:8]1[CH:13]=[CH:12][C:11]([N:14]2[CH2:19][CH2:18][CH:17]([O:20][C:21]3[CH:26]=[CH:25][C:24]([O:27][C:28]([F:31])([F:30])[F:29])=[CH:23][CH:22]=3)[CH2:16][CH2:15]2)=[CH:10][CH:9]=1.C1(C)C=CC(S([O-])(=O)=O)=CC=1.[NH+]1C=CC=CC=1>C(O)C>[F:31][C:28]([F:29])([F:30])[O:27][C:24]1[CH:25]=[CH:26][C:21]([O:20][CH:17]2[CH2:16][CH2:15][N:14]([C:11]3[CH:12]=[CH:13][C:8]([OH:7])=[CH:9][CH:10]=3)[CH2:19][CH2:18]2)=[CH:22][CH:23]=1 |f:1.2|. Procedure details: A mixture of 1-[4-(tetrahydropyran-2-yloxy)phenyl]-4-(4-trifluoromethoxyphenoxy)piperidine (30.1 g, 68.8 mmol) prepared in Reference Example 191 and pyridinium p-toluene sulfonate (5.2 g, 20.6 mmol) in ethanol (450 ml) was stirred at 70° C. for 24 hours. The reaction mixture was concentrated under reduced pressure, and methylene chloride and a saturated sodium hydrogencarbonate aqueous solution were added to the residue, which was stirred for a while. The mixture was extracted with methylene chl... Solvent: C(C)#N (acetonitrile), O (water). The reactants are BrC=1C=C(C(N(C1)C)=O)NC1=NC=C(C=C1)C1CCN(CC1)C (5-Bromo-1-methyl-3-(5-(1-methylpiperidin-4-yl)pyridin-2-ylamino)pyridine-2(1H)-one), C(C)(=O)OCC=1C(=NC=CC1B1OC(C(O1)(C)C)(C)C)N1C(C2=CC=3CC(CC3N2CC1)(C)C)=O ((2-{4,4-dimethyl-9-oxo-1,10-diazatricyclo[6.4.0.02,6]dodeca-2(6),7-dien-10-yl}-4-(tetramethyl-1,3,2-dioxaborolan-2-yl)pyridin-3-yl)methyl acetate), [O-]P(=O)([O-])[O-].[K+].[K+].[K+] (K3PO4), O.O.O.C(C)(=O)[O-].[Na+] (sodium acetate trihydrate). Procedure details: A 50-mL round-bottomed flask equipped with a reflux condenser was charged with 5-bromo-1-methyl-3-(5-(1-methylpiperidin-4-yl)pyridin-2-ylamino)pyridin-2(1H)-one 232d (160 mg, 0.40 mmol), {3-[(acetoxy)methyl]-2-{4,4-dimethyl-9-oxo-1,10-diazatricyclo[6.4.0.02,6]dodeca-2(6),7-dien-10-yl}pyridin-4-yl}boronic acid 199e (240 mg, 0.60 mmol), Pd(dppf)Cl2 (20 mg, 0.020 mmol), K3PO4 (180 mg, 0.80 mmol), sodium acetate trihydrate (120 mg, 0.80 mmol), water (0.5 mL), and acetonitrile (10 mL). After three cy... Run at temperature 100 celsius. Yield: 57.7%. As a reaction SMILES: Br[C:2]1[CH:3]=[C:4]([NH:10][C:11]2[CH:16]=[CH:15][C:14]([CH:17]3[CH2:22][CH2:21][N:20]([CH3:23])[CH2:19][CH2:18]3)=[CH:13][N:12]=2)[C:5](=[O:9])[N:6]([CH3:8])[CH:7]=1.[C:24]([O:27][CH2:28][C:29]1[C:30]([N:44]2[CH2:55][CH2:54][N:53]3[C:46](=[CH:47][C:48]4[CH2:49][C:50]([CH3:57])([CH3:56])[CH2:51][C:52]=43)[C:45]2=[O:58])=[N:31][CH:32]=[CH:33][C:34]=1B1OC(C)(C)C(C)(C)O1)(=[O:26])[CH3:25].[O-]P([O-])([O-])=O.[K+].[K+].[K+].O.O.O.C([O-])(=O)C.[Na+]>C1C=CC(P(C2C=CC=CC=2)[C-]2C=CC=C2)=CC=1.C1C=CC(P(C2C=CC=CC=2)[C-]2C=CC=C2)=CC=1.Cl[Pd]Cl.[Fe+2].C(#N)C.O>[C:24]([O:27][CH2:28][C:29]1[C:30]([N:44]2[CH2:55][CH2:54][N:53]3[C:46](=[CH:47][C:48]4[CH2:49][C:50]([CH3:57])([CH3:56])[CH2:51][C:52]=43)[C:45]2=[O:58])=[N:31][CH:32]=[CH:33][C:34]=1[C:2]1[CH:3]=[C:4]([NH:10][C:11]2[CH:16]=[CH:15][C:14]([CH:17]3[CH2:22][CH2:21][N:20]([CH3:23])[CH2:19][CH2:18]3)=[CH:13][N:12]=2)[C:5](=[O:9])[N:6]([CH3:8])[CH:7]=1)(=[O:26])[CH3:25] |f:2.3.4.5,6.7.8.9.10,11.12.13.14|. Product: C(C)(=O)OCC=1C(=NC=CC1C1=CN(C(C(=C1)NC1=NC=C(C=C1)C1CCN(CC1)C)=O)C)N1C(C2=CC=3CC(CC3N2CC1)(C)C)=O ((2-{4,4-Dimethyl-9-oxo-1,10-diazatricyclo[6.4.0.02,6]dodeca-2(6),7-dien-10-yl}-4-(1-methyl-5-{[5-(1-methylpiperidin-4-yl)pyridin-2-yl]amino}-6-oxopyridin-3-yl)pyridin-3-yl)methyl Acetate). Reagents/catalysts: C1=CC=C(C=C1)P([C-]2C=CC=C2)C3=CC=CC=C3.C1=CC=C(C=C1)P([C-]2C=CC=C2)C3=CC=CC=C3.Cl[Pd]Cl.[Fe+2] (Pd(dppf)Cl2). The reactants are FC=1C=C(C=CC1[N+](=O)[O-])OC (3-fluoro-4-nitroanisole), NC=1C=C(C#N)C=CC1 (3-aminobenzonitrile). The solvent is C(C)(=O)OCC (ethyl acetate). The product is COC=1C=CC(=C(C1)NC=1C=C(C#N)C=CC1)[N+](=O)[O-] (3-(5-Methoxy-2-nitrophenyl)aminobenzonitrile). RXN SMILES: F[C:2]1[CH:3]=[C:4]([O:11][CH3:12])[CH:5]=[CH:6][C:7]=1[N+:8]([O-:10])=[O:9].[NH2:13][C:14]1[CH:15]=[C:16]([CH:19]=[CH:20][CH:21]=1)[C:17]#[N:18]>C(OCC)(=O)C>[CH3:12][O:11][C:4]1[CH:5]=[CH:6][C:7]([N+:8]([O-:10])=[O:9])=[C:2]([NH:13][C:14]2[CH:15]=[C:16]([CH:19]=[CH:20][CH:21]=2)[C:17]#[N:18])[CH:3]=1. Procedure: 2 g of 3-fluoro-4-nitroanisole and 15 ml of 3-aminobenzonitrile were stirred for 65 hours at 140° C. The batch was then diluted with ethyl acetate, washed three times with water and once with saturated sodium chloride solution, dried on sodium sulfate, concentrated by evaporation in a vacuum, and the residue was chromatographed on silica gel. Reactants: O=C([O-])[O-], CC#N, CI, O=Cc1cccc(F)c1O, [K+], [K+], O. Yields the product COc1c(F)cccc1C=O. RXN SMILES: [C:14](=[O:15])([O-:16])[O-:17].[CH3:1][C:2]#[N:3].[CH3:20][I:21].[F:4][c:5]1[c:6]([OH:13])[c:7]([CH:8]=[O:9])[cH:10][cH:11][cH:12]1.[K+:18].[K+:19].[OH2:22]>>[CH3:1][O:13][c:6]1[c:5]([F:4])[cH:12][cH:11][cH:10][c:7]1[CH:8]=[O:9]. Starting materials: COC(=O)c1ccc(O)c(C#N)c1, CCOC(C)=O, CO, ClC(Cl)Cl, O=C1CCC(=O)N1Cl, Cl. Product: COC(=O)c1cc(Cl)c(O)c(C#N)c1. RXN SMILES: [C:1](#[N:2])[c:3]1[cH:4][c:5]([C:6](=[O:7])[O:8][CH3:9])[cH:10][cH:11][c:12]1[OH:13].[C:22]([O:23][CH2:24][CH3:25])(=[O:26])[CH3:27].[CH3:33][OH:34].[CH:29]([Cl:30])([Cl:31])[Cl:32].[Cl:14][N:15]1[C:16](=[O:17])[CH2:18][CH2:19][C:20]1=[O:21].[ClH:28]>>[C:1](#[N:2])[c:3]1[cH:4][c:5]([C:6](=[O:7])[O:8][CH3:9])[cH:10][c:11]([Cl:14])[c:12]1[OH:13]. Reactants: CCc1ccc(I)cn1, C1CCOC1, CON(C)C(=O)c1cn(Cc2cccc(Cl)c2)c2ccccc2c1=O, CC(C)[Mg+], [Cl-]. The product is CCc1ccc(C(=O)c2cn(Cc3cccc(Cl)c3)c3ccccc3c2=O)cn1. As a reaction SMILES: [CH2:26]([CH3:27])[c:28]1[n:29][cH:30][c:31]([I:34])[cH:32][cH:33]1.[CH2:40]1[O:41][CH2:42][CH2:43][CH2:44]1.[CH3:1][O:2][N:3]([C:4](=[O:5])[c:6]1[cH:7][n:8]([CH2:17][c:18]2[cH:19][c:20]([Cl:24])[cH:21][cH:22][cH:23]2)[c:9]2[cH:10][cH:11][cH:12][cH:13][c:14]2[c:15]1=[O:16])[CH3:25].[CH:36]([Mg+:37])([CH3:38])[CH3:39].[Cl-:35]>>[C:4](=[O:5])([c:6]1[cH:7][n:8]([CH2:17][c:18]2[cH:19][c:20]([Cl:24])[cH:21][cH:22][cH:23]2)[c:9]2[cH:10][cH:11][cH:12][cH:13][c:14]2[c:15]1=[O:16])[c:31]1[cH:30][n:29][c:28]([CH2:26][CH3:27])[cH:33][cH:32]1. Reactants: C(C#C)C1=CC=C(C=C1)OC (4-(2-Propynyl)anisole), C(#N)C1(CC1)C=1C=CC(=C(C=O)C1)OC (5-(1-Cyanocyclopropyl)-2-methoxybenzaldehyde). Yields the product C(C#C)C=1C=CC(=C(C=O)C1)OC (5-(2-Propynyl)-2-methoxybenzaldehyde). As a reaction SMILES: C(C1C=CC(OC)=CC=1)C#C.C([C:14]1([C:17]2[CH:18]=[CH:19][C:20]([O:25][CH3:26])=[C:21]([CH:24]=2)[CH:22]=[O:23])[CH2:16][CH2:15]1)#N>>[CH2:14]([C:17]1[CH:18]=[CH:19][C:20]([O:25][CH3:26])=[C:21]([CH:24]=1)[CH:22]=[O:23])[C:15]#[CH:16]. Reported procedure: This compound was prepared from Compound 76 in the same manner of Compound 2. Starting materials: ClC=1C=C(C(=C(C1)N(C1CCN(CC1)C(=O)OC(C)(C)C)CC)C)C(NCC=1C(NC(=CC1C)C)=O)=O (tert-butyl 4-[(5-chloro-3-{[(4,6-dimethyl-2-oxo-1,2-dihydropyridin-3-yl)methyl]carbamoyl}-2-methylphenyl)(ethyl)amino]piperidine-1-carboxylate), Cl (HCl), C(Cl)Cl (DCM), O (water). Run in O1CCOCC1 (1,4-dioxane). Yields the product ClC=1C=C(C(=C(C(=O)NCC=2C(NC(=CC2C)C)=O)C1)C)N(C1CCNCC1)CC (5-chloro-N-[(4,6-dimethyl-2-oxo-1,2-dihydropyridin-3-yl)methyl]-3-[ethyl(piperidin-4-yl)amino]-2-methylbenzamide). Isolated yield 93.7%. As a reaction SMILES: [Cl:1][C:2]1[CH:3]=[C:4]([C:25](=[O:37])[NH:26][CH2:27][C:28]2[C:29](=[O:36])[NH:30][C:31]([CH3:35])=[CH:32][C:33]=2[CH3:34])[C:5]([CH3:24])=[C:6]([N:8]([CH2:22][CH3:23])[CH:9]2[CH2:14][CH2:13][N:12](C(OC(C)(C)C)=O)[CH2:11][CH2:10]2)[CH:7]=1.Cl.O.C(Cl)Cl>O1CCOCC1>[Cl:1][C:2]1[CH:7]=[C:6]([N:8]([CH2:22][CH3:23])[CH:9]2[CH2:14][CH2:13][NH:12][CH2:11][CH2:10]2)[C:5]([CH3:24])=[C:4]([CH:3]=1)[C:25]([NH:26][CH2:27][C:28]1[C:29](=[O:36])[NH:30][C:31]([CH3:35])=[CH:32][C:33]=1[CH3:34])=[O:37]. Reported procedure: To a solution of tert-butyl 4-[(5-chloro-3-{[(4,6-dimethyl-2-oxo-1,2-dihydropyridin-3-yl)methyl]carbamoyl}-2-methylphenyl)(ethyl)amino]piperidine-1-carboxylate (140 mg, 0.26 mmol) in 1,4-dioxane (5 ml) at room temperature was added HCl (4M in dioxane) (1.32 ml). A gum formed after stirring for a short time which then dissolved upon the addition of deionized water (2 ml). The reaction was stirred for 21 h before being concentrated under reduced pressure to give a thick oil. DCM (3 ml) was added a...